Task: describe an organic reaction: reactants, conditions, products, and yield. Dataset: the Open Reaction Database (ORD), a public repository of structured organic reaction records Starting materials: C(C)(C)N(C=1C(=NC2=CC=C(C=C2N1)C(=O)OC)C1=CC=C(C=C1)OC(F)(F)F)C (methyl 3-(isopropyl(methyl)amino)-2-(4-(trifluoromethoxy)phenyl)quinoxaline-6-carboxylate), [OH-].[Na+] (sodium hydroxide), O (H2O). Solvent: CO (methanol). Conditions: temperature 50 celsius, time 2 hour. Yields the product C(C)(C)N(C=1C(=NC2=CC=C(C=C2N1)C(=O)O)C1=CC=C(C=C1)OC(F)(F)F)C (3-(isopropyl(methyl)amino)-2-(4-(trifluoromethoxy)phenyl)quinoxaline-6-carboxylic acid). As a reaction SMILES: [CH:1]([N:4]([CH3:30])[C:5]1[C:6]([C:19]2[CH:24]=[CH:23][C:22]([O:25][C:26]([F:29])([F:28])[F:27])=[CH:21][CH:20]=2)=[N:7][C:8]2[C:13]([N:14]=1)=[CH:12][C:11]([C:15]([O:17]C)=[O:16])=[CH:10][CH:9]=2)([CH3:3])[CH3:2].[OH-].[Na+].O>CO>[CH:1]([N:4]([CH3:30])[C:5]1[C:6]([C:19]2[CH:24]=[CH:23][C:22]([O:25][C:26]([F:28])([F:29])[F:27])=[CH:21][CH:20]=2)=[N:7][C:8]2[C:13]([N:14]=1)=[CH:12][C:11]([C:15]([OH:17])=[O:16])=[CH:10][CH:9]=2)([CH3:3])[CH3:2] |f:1.2|. Reported procedure: Into a 50-mL round-bottom flask, was placed a solution of methyl 3-(isopropyl(methyl)amino)-2-(4-(trifluoromethoxy)phenyl)quinoxaline-6-carboxylate (120 mg, 0.29 mmol, 1.00 equiv) in methanol (15 mL), sodium hydroxide (57 mg, 1.43 mmol, 4.98 equiv), H2O (2 mL). The resulting solution was stirred for 2 hr at 50° C. in an oil bath. The resulting mixture was concentrated under vacuum and diluted with 20 mL of H2O. The pH value of the aqueous solution was adjusted to 4-5 with hydrogen chloride (2.5 ... Reactants: CC(=O)C(=O)O, O=C(Cl)OCC(Cl)(Cl)Cl, C1CCOC1, c1ccncc1. Product: CC(=O)C(=O)OCC(Cl)(Cl)Cl. RXN SMILES: [CH3:1][C:2](=[O:3])[C:4]([OH:5])=[O:6].[Cl:7][C:8]([O:9][CH2:11][C:12]([Cl:13])([Cl:14])[Cl:15])=[O:10].[O:22]1[CH2:23][CH2:24][CH2:25][CH2:26]1.[cH:16]1[cH:17][cH:18][n:19][cH:20][cH:21]1>>[CH3:1][C:2](=[O:3])[C:4]([O:5][CH2:11][C:12]([Cl:13])([Cl:14])[Cl:15])=[O:6]. Starting materials: S(=O)(Cl)Cl (thionyl chloride), C(#N)C(C1=CC=C(C=C1)C=1NC2=C(N1)C=C(C(=C2)Cl)Cl)O (2-[4-[cyano(hydroxy)methyl]phenyl]-5,6-dichlorobenzimidazole), O (water). Run in O1CCCC1 (tetrahydrofuran). Yields the product ClC(C1=CC=C(C=C1)C=1NC2=C(N1)C=C(C(=C2)Cl)Cl)C#N (2-[4-[chloro(cyano)methyl]phenyl]-5,6-dichlorobenzimidazole). Isolated yield 25.1%. RXN SMILES: [C:1]([CH:3](O)[C:4]1[CH:9]=[CH:8][C:7]([C:10]2[NH:11][C:12]3[CH:18]=[C:17]([Cl:19])[C:16]([Cl:20])=[CH:15][C:13]=3[N:14]=2)=[CH:6][CH:5]=1)#[N:2].S(Cl)([Cl:24])=O.O>O1CCCC1>[Cl:24][CH:3]([C:1]#[N:2])[C:4]1[CH:9]=[CH:8][C:7]([C:10]2[NH:11][C:12]3[CH:18]=[C:17]([Cl:19])[C:16]([Cl:20])=[CH:15][C:13]=3[N:14]=2)=[CH:6][CH:5]=1. Reported procedure: To a suspension of 2-[4-[cyano(hydroxy)methyl]phenyl]-5,6-dichlorobenzimidazole (275 mg, 0.865 mmol) in tetrahydrofuran (20 mL) was added thionyl chloride (0.38 mL, 5.2 mmol), and the mixture was heated to reflux for 3 h. After cooling to room temperature, water was added and the mixture was extracted with ethyl acetate. The organic layer was washed with brine and dried on anhydrous sodium sulfate. The solvent was removed under reduced pressure. The residue was purified by column chromatography ... Starting materials: C1(CCCC1)NC1=NC=CC(=C1)C=1C(=NN2C1C=CC=C2)C=2N=C(SC2)C (N-cyclopentyl-4-[2-(2-methyl-1,3-thiazol-4-yl)pyrazolo[1,5-a]pyridin-3-yl]-2-pyridinamine), C(CCC)[Li] (n-Butyl lithium), C(Cl)(Cl)(Cl)Cl (carbon tetrachloride). Run in O1CCCC1 (tetrahydrofuran). Conditions: temperature -78 celsius, time 20 minute. Product: ClC1=CC=CC=2N1N=C(C2C2=CC(=NC=C2)NC2CCCC2)C=2N=C(SC2)C (4-[7-chloro-2-(2-methyl-1,3-thiazol-4-yl)pyrazolo[1,5-a]pyridin-3-yl]-N-cyclopentyl-2-pyridinamine). Reaction SMILES: [CH:1]1([NH:6][C:7]2[CH:12]=[C:11]([C:13]3[C:14]([C:22]4[N:23]=[C:24]([CH3:27])[S:25][CH:26]=4)=[N:15][N:16]4[CH:21]=[CH:20][CH:19]=[CH:18][C:17]=34)[CH:10]=[CH:9][N:8]=2)[CH2:5][CH2:4][CH2:3][CH2:2]1.C([Li])CCC.C(Cl)(Cl)(Cl)[Cl:34]>O1CCCC1>[Cl:34][C:21]1[N:16]2[N:15]=[C:14]([C:22]3[N:23]=[C:24]([CH3:27])[S:25][CH:26]=3)[C:13]([C:11]3[CH:10]=[CH:9][N:8]=[C:7]([NH:6][CH:1]4[CH2:2][CH2:3][CH2:4][CH2:5]4)[CH:12]=3)=[C:17]2[CH:18]=[CH:19][CH:20]=1. Procedure details: A solution of N-cyclopentyl-4-[2-(2-methyl-1,3-thiazol-4-yl)pyrazolo[1,5-a]pyridin-3-yl]-2-pyridinamine (138 mg, 0.37 mmol) in tetrahydrofuran (10 mL) was cooled to −78° C. n-Butyl lithium (1.6M in hexanes, 0.75 mL, 1.22 mmol) was added dropwise. After stirring at −78° C. for 20 minutes, carbon tetrachloride (1 mL) was added to the solution. The reaction was stirred for another 20 minutes at −78° C. and subsequently quenched with water. The reaction mixture was warmed to room temperature and ext... Starting materials: C=CCBr, COc1cc(F)ccc1O, [H-], [Na+], CN(C)C=O. RXN SMILES: [CH2:13]([CH:14]=[CH2:15])[Br:16].[F:1][c:2]1[cH:3][c:4]([O:9][CH3:10])[c:5]([OH:8])[cH:6][cH:7]1.[H-:12].[Na+:11].[O:17]=[CH:18][N:19]([CH3:20])[CH3:21]>>[F:1][c:2]1[cH:3][c:4]([O:9][CH3:10])[c:5]([O:8][CH2:15][CH:14]=[CH2:13])[cH:6][cH:7]1. Product: C=CCOc1ccc(F)cc1OC. Starting materials: CC(C)=O, ClCCl, Cl, O=C(O)C(F)(F)F, CCOc1ccc(OCC(=O)OC(C)(C)C)c2c1C(=O)N(CSc1nnnn1-c1ccccc1)S2(=O)=O. Product: CCOc1ccc(OCC(=O)O)c2c1C(=O)N(CSc1nnnn1-c1ccccc1)S2(=O)=O. RXN SMILES: [CH3:49][C:50](=[O:51])[CH3:52].[Cl:46][CH2:47][Cl:48].[ClH:38].[OH:39][C:40]([C:41]([F:42])([F:43])[F:44])=[O:45].[c:1]1(-[n:7]2[n:8][n:9][n:10][c:11]2[S:12][CH2:13][N:14]2[S:15](=[O:16])(=[O:17])[c:18]3[c:19]([O:29][CH2:30][C:31](=[O:32])[O:33][C:34]([CH3:35])([CH3:36])[CH3:37])[cH:20][cH:21][c:22]([O:26][CH2:27][CH3:28])[c:23]3[C:24]2=[O:25])[cH:2][cH:3][cH:4][cH:5][cH:6]1>>[c:1]1(-[n:7]2[n:8][n:9][n:10][c:11]2[S:12][CH2:13][N:14]2[S:15](=[O:16])(=[O:17])[c:18]3[c:19]([O:29][CH2:30][C:31](=[O:32])[OH:33])[cH:20][cH:21][c:22]([O:26][CH2:27][CH3:28])[c:23]3[C:24]2=[O:25])[cH:2][cH:3][cH:4][cH:5][cH:6]1. Reactants: [I-].[K+] (potassium iodide), N(=O)[O-].[Na+] (sodium nitrite), ClC=1C=C(OC2=C(C=C(N)C=C2)OC)C=CC1Cl (4-(3,4-dichlorophenoxy)-3-methoxyaniline). The solvent is O (water), O (water), S(O)(O)(=O)=O (sulfuric acid). Conditions: temperature 0 celsius. The product is ClC1=C(C=C(C=C1)OC1=C(C=C(C=C1)I)OC)Cl (1,2-dichloro-4-(4-iodo-2-methoxyphenoxy)benzene). RXN SMILES: N([O-])=O.[Na+].[Cl:5][C:6]1[CH:7]=[C:8]([CH:19]=[CH:20][C:21]=1[Cl:22])[O:9][C:10]1[CH:16]=[CH:15][C:13](N)=[CH:12][C:11]=1[O:17][CH3:18].[I-:23].[K+]>O.S(=O)(=O)(O)O>[Cl:22][C:21]1[CH:20]=[CH:19][C:8]([O:9][C:10]2[CH:16]=[CH:15][C:13]([I:23])=[CH:12][C:11]=2[O:17][CH3:18])=[CH:7][C:6]=1[Cl:5] |f:0.1,3.4|. Reported procedure: A solution of sodium nitrite (14.4 g, 208.70 mmol, 1.98 equiv) in water (500 mL) was added dropwise into a solution of 4-(3,4-dichlorophenoxy)-3-methoxyaniline (30 g, 105.58 mmol, 1.00 equiv) in sulfuric acid (1000 mL) with stirring at 0° C. and the mixture was stirred for 30 min at 0° C. The above mixture was added dropwise to a solution of potassium iodide (1000 mL, 5%) in water with stirring at 50° C. The reaction was completed immediately. The reaction mixture was cooled to room temperature,...